Dataset: the Open Reaction Database (ORD), a public repository of structured organic reaction records. Task: describe an organic reaction: reactants, conditions, products, and yield The reactants are ClC1=CC=C(C=C1)NC=O (N-(4-chloro-phenyl)-formamide), ClC1=NC(=C2N=CN(C2=N1)CC(C)C)Cl (2,6-dichloro-9-isobutyl-9H-purine). Yields the product ClC1=NC(=C2N=CN(C2=N1)CC(C)C)NC1=CC=C(C=C1)Cl ((2-Chloro-9-isobutyl-9H-purin-6-yl)-(4-chloro-phenyl)-amine). As a reaction SMILES: [Cl:1][C:2]1[CH:7]=[CH:6][C:5]([NH:8][CH:9]=O)=[CH:4][CH:3]=1.[Cl:11][C:12]1[N:20]=[C:19]2[C:15]([N:16]=[CH:17][N:18]2[CH2:21][CH:22]([CH3:24])[CH3:23])=C(Cl)[N:13]=1>>[Cl:11][C:12]1[N:20]=[C:19]2[C:15]([N:16]=[CH:17][N:18]2[CH2:21][CH:22]([CH3:24])[CH3:23])=[C:9]([NH:8][C:5]2[CH:6]=[CH:7][C:2]([Cl:1])=[CH:3][CH:4]=2)[N:13]=1. Reported procedure: Was prepared according to Example 3 from N-(4-chloro-phenyl)-formamide and 2,6-dichloro-9-isobutyl-9H-purine. Starting materials: CN(C=O)C (N,N-dimethylformamide), [H-].[Na+] (NaH), C1(=CC=C(C=C1)S(=O)(=O)OOCCOCCOC)C (1,4,7-trioxaoctyl p-toluenesulfonate), CN(C=O)C (DMF), OC1=CC=2C3=CC(=C(C=C3C3=CC(=C(C=C3C2C=C1O)O)O)O)O (2,3,6,7,10,11-hexahydroxytriphenylene). Run in C(Cl)(Cl)Cl (chloroform), O (water). Run at time 1 hour. Yields the product O(CCOCCOC)C1=CC=2C3=CC(=C(C=C3C3=CC(=C(C=C3C2C=C1OCCOCCOC)OCCOCCOC)OCCOCCOC)OCCOCCOC)OCCOCCOC (2,3,6,7,10,11-hexa(1,4,7-trioxaoctyl)triphenylene). The yield is 5.0%. RXN SMILES: CN(C)[CH:3]=[O:4].[H-].[Na+].[OH:8][C:9]1[C:26]([OH:27])=[CH:25][C:24]2[C:23]3[C:18](=[CH:19][C:20]([OH:29])=[C:21]([OH:28])[CH:22]=3)[C:17]3[C:12](=[CH:13][C:14]([OH:31])=[C:15]([OH:30])[CH:16]=3)[C:11]=2[CH:10]=1.C1(C)C=CC(S(OO[CH2:43][CH2:44][O:45][CH2:46][CH2:47][O:48][CH3:49])(=O)=O)=CC=1>C(Cl)(Cl)Cl.O>[O:8]([C:9]1[C:26]([O:27][CH2:43][CH2:44][O:45][CH2:46][CH2:47][O:48][CH3:49])=[CH:25][C:24]2[C:23]3[C:18](=[CH:19][C:20]([O:29][CH2:43][CH2:44][O:45][CH2:46][CH2:47][O:48][CH3:49])=[C:21]([O:28][CH2:43][CH2:44][O:45][CH2:46][CH2:47][O:48][CH3:49])[CH:22]=3)[C:17]3[C:12](=[CH:13][C:14]([O:31][CH2:43][CH2:44][O:45][CH2:46][CH2:47][O:4][CH3:3])=[C:15]([O:30][CH2:43][CH2:44][O:45][CH2:46][CH2:47][O:48][CH3:49])[CH:16]=3)[C:11]=2[CH:10]=1)[CH2:43][CH2:44][O:45][CH2:46][CH2:47][O:48][CH3:49] |f:1.2|. Procedure: In a reaction vessel, 15 ml of dry N,N-dimethylformamide (DMF) and 0.77 g (19.3 mM) of NaH (60 W in mineral oil) were placed. Then, 0.92 g (2.84 mM) of 2,3,6,7,10,11-hexahydroxytriphenylene was added thereto on a water bath, and after 1 hour of stirring, a mixture liquid of 6.4 g (23.3 mM of 1,4,7-trioxaoctyl p-toluenesulfonate and 5 ml of dry DMF was added dropwise thereto, followed by 5 hours of stirring at 80° C. After the reaction, water was added to the reaction mixture, followed by extract...